From a dataset of the Open Reaction Database (ORD), a public repository of structured organic reaction records. describe an organic reaction: reactants, conditions, products, and yield Starting materials: FC(C1=NC(=NC=C1)N)(F)F (4-(trifluoromethyl)pyrimidin-2-amine), ClC(=O)OC1=CC=CC=C1 (phenyl chloroformate), C([O-])([O-])=O.[K+].[K+] (potassium carbonate), ClC(=O)OC1=CC=CC=C1 (phenyl chloroformate). The solvent is O1CCCC1 (tetrahydrofuran). Run at time 8 hour. Product: FC(C1=NC(=NC=C1)NC(OC1=CC=CC=C1)=O)(F)F (phenyl 4-(trifluoromethyl)pyrimidin-2-ylcarbamate). As a reaction SMILES: [F:1][C:2]([F:11])([F:10])[C:3]1[CH:8]=[CH:7][N:6]=[C:5]([NH2:9])[N:4]=1.C(=O)([O-])[O-].[K+].[K+].Cl[C:19]([O:21][C:22]1[CH:27]=[CH:26][CH:25]=[CH:24][CH:23]=1)=[O:20]>O1CCCC1>[F:11][C:2]([F:1])([F:10])[C:3]1[CH:8]=[CH:7][N:6]=[C:5]([NH:9][C:19](=[O:20])[O:21][C:22]2[CH:27]=[CH:26][CH:25]=[CH:24][CH:23]=2)[N:4]=1 |f:1.2.3|. Procedure: According to the procedure described in Example 113B, to a solution of 4-(trifluoromethyl)pyrimidin-2-amine (500 mg, 3.1 mmoles) in 20 mL of tetrahydrofuran was added potassium carbonate (533 mg, 4 mmoles) followed by phenyl chloroformate (626 mg, 4 mmoles). The mixture was stirred at room temperature overnight. After 24 hours, and additional portion of phenyl chloroformate was added and the reaction heated to 60° C. for 3 days. This solution was concentrated to dryness and purified by silica ch...